From a dataset of the Open Reaction Database (ORD), a public repository of structured organic reaction records. describe an organic reaction: reactants, conditions, products, and yield Starting materials: C1CCOC1, COC(=O)CCCCCCN1C(=O)CCCC1C=O, [H-], [Na+], COP(=O)(CC(=O)Cc1ccccc1)OC. Product: COC(=O)CCCCCCN1C(=O)CCCC1C=CC(=O)Cc1ccccc1. RXN SMILES: [CH2:38]1[O:39][CH2:40][CH2:41][CH2:42]1.[CH3:19][O:20][C:21]([CH2:22][CH2:23][CH2:24][CH2:25][CH2:26][CH2:27][N:28]1[CH:29]([CH:35]=[O:36])[CH2:30][CH2:31][CH2:32][C:33]1=[O:34])=[O:37].[H-:1].[Na+:2].[O:3]=[C:4]([CH2:5][P:6](=[O:7])([O:8][CH3:9])[O:10][CH3:11])[CH2:12][c:13]1[cH:14][cH:15][cH:16][cH:17][cH:18]1>>[O:3]=[C:4]([CH:5]=[CH:35][CH:29]1[N:28]([CH2:27][CH2:26][CH2:25][CH2:24][CH2:23][CH2:22][C:21]([O:20][CH3:19])=[O:37])[C:33](=[O:34])[CH2:32][CH2:31][CH2:30]1)[CH2:12][c:13]1[cH:14][cH:15][cH:16][cH:17][cH:18]1. Starting materials: FC1=NC=CC=C1[Sn](CCCC)(CCCC)CCCC (2-fluoro-3-tributylstannylpyridine), BrC1=CSC=C1Br (3, 4-dibromothiophene), [F-].[K+] (potassium fluoride). The reagents and catalysts are Cl[Pd]([P](C1=CC=CC=C1)(C2=CC=CC=C2)C3=CC=CC=C3)([P](C4=CC=CC=C4)(C5=CC=CC=C5)C6=CC=CC=C6)Cl (Pd(Ph3P)2Cl2). The solvent is C(C)(=O)OCC (ethyl acetate), CN1C(CCC1)=O (N-methylpyrrolidinone). Conditions: temperature 100 celsius. Yields the product BrC1=CSC=C1C=1C(=NC=CC1)F (3-bromo-4-(2-fluoropyridin-3-yl)thiophene). Yield: 27.6%. As a reaction SMILES: [F:1][C:2]1[C:7]([Sn](CCCC)(CCCC)CCCC)=[CH:6][CH:5]=[CH:4][N:3]=1.[Br:21][C:22]1[C:26](Br)=[CH:25][S:24][CH:23]=1.[F-].[K+]>CN1CCCC1=O.C(OCC)(=O)C.Cl[Pd](Cl)([P](C1C=CC=CC=1)(C1C=CC=CC=1)C1C=CC=CC=1)[P](C1C=CC=CC=1)(C1C=CC=CC=1)C1C=CC=CC=1>[Br:21][C:22]1[C:26]([C:7]2[C:2]([F:1])=[N:3][CH:4]=[CH:5][CH:6]=2)=[CH:25][S:24][CH:23]=1 |f:2.3,^1:45,64|. Procedure details: A mixture of 2-fluoro-3-tributylstannylpyridine (1.9 g), 3, 4-dibromothiophene (1.5 g) and Pd(Ph3P)2Cl2 (0.175 g) in N-methylpyrrolidinone (7.5 mL), in a sealed tube, was heated at 100° C. for 16 hours. The mixture was cooled and stirred with aqueous potassium fluoride for 6 hours. The mixture was diluted with ethyl acetate, washed with water, dried filtered and evaporated. The residue was fractionated by chromatography to give 3-bromo-4-(2-fluoropyridin-3-yl)thiophene (0.35 g), mp 48-50° C. Reactants: liquid, ClC1=NC2=C(C=CC=C2C=C1)C1=CC=2C(NCCC2N1)=O (2-(2-chloroquinolin-8-yl)-6,7-dihydro-1H-pyrrolo[3,2-c]pyridin-4(5H)-one), ClC1=C(N)C=CC=C1 (2-chloroaniline), [Li+].C[Si](C)(C)[N-][Si](C)(C)C (LHMDS). The solvent is C(=O)=O (CO2), CO (MeOH), CCO (EtOH), CC(C)O (IPA), [NH4+].[OH-] (NH4OH). Product: ClC1=C(C=CC=C1)NC1=NC2=C(C=CC=C2C=C1)C1=CC=2C(NC=CC2N1)=O (2-(2-((2-chlorophenyl)amino)-quinolin-8-yl)-1H-pyrrolo[3,2-c]pyridin-4(5H)-one). Yield: 13.9%. As a reaction SMILES: Cl[C:2]1[CH:11]=[CH:10][C:9]2[C:4](=[C:5]([C:12]3[NH:20][C:19]4[CH2:18][CH2:17][NH:16][C:15](=[O:21])[C:14]=4[CH:13]=3)[CH:6]=[CH:7][CH:8]=2)[N:3]=1.[Cl:22][C:23]1[CH:29]=[CH:28][CH:27]=[CH:26][C:24]=1[NH2:25].[Li+].C[Si]([N-][Si](C)(C)C)(C)C>C(=O)=O.CO.CCO.CC(O)C.[NH4+].[OH-]>[Cl:22][C:23]1[CH:29]=[CH:28][CH:27]=[CH:26][C:24]=1[NH:25][C:2]1[CH:11]=[CH:10][C:9]2[C:4](=[C:5]([C:12]3[NH:20][C:19]4[CH:18]=[CH:17][NH:16][C:15](=[O:21])[C:14]=4[CH:13]=3)[CH:6]=[CH:7][CH:8]=2)[N:3]=1 |f:2.3,8.9|. Procedure: A solution of 2-(2-chloroquinolin-8-yl)-6,7-dihydro-1H-pyrrolo[3,2-c]pyridin-4(5H)-one (Example 1; 53.5 mg, 0.180 mmol), 2-chloroaniline (94 μl, 0.898 mmol), and LHMDS (1.0 M in THF; 898 μl, 0.898 mmol) was stirred in a sealed flask at 65° C. for 4 h. The mixture was then partitioned between DCM (50 mL) and saturated aq. NH4Cl (30 mL). The organic layer was separated, and the aq. layer was extracted with DCM (2×20 mL). The combined organic extracts were dried over Na2SO4, filtered, and concentra... Yields the product O1COC2=C1C=CC(=C2)CN2C(C1=CC=C(C=C1C(=C2COCC2=CC=NC=C2)C2=CC=CC=C2)Br)=O (2-(benzo[1,3]dioxol-5-ylmethyl)-6-bromo-4-phenyl-3-(pyridin-4-ylmethoxymethyl)-2H-isoquinolin-1-one). As a reaction SMILES: [O:1]1[C:5]2[CH:6]=[CH:7][C:8]([CH2:10][N:11]3[C:20]([CH2:21][OH:22])=[C:19]([C:23]4[CH:28]=[CH:27][CH:26]=[CH:25][CH:24]=4)[C:18]4[C:13](=[CH:14][CH:15]=[C:16]([Br:29])[CH:17]=4)[C:12]3=[O:30])=[CH:9][C:4]=2[O:3][CH2:2]1.[N:31]1[CH:36]=[CH:35][C:34]([CH2:37]O)=[CH:33][CH:32]=1>>[O:1]1[C:5]2[CH:6]=[CH:7][C:8]([CH2:10][N:11]3[C:20]([CH2:21][O:22][CH2:37][C:34]4[CH:35]=[CH:36][N:31]=[CH:32][CH:33]=4)=[C:19]([C:23]4[CH:28]=[CH:27][CH:26]=[CH:25][CH:24]=4)[C:18]4[C:13](=[CH:14][CH:15]=[C:16]([Br:29])[CH:17]=4)[C:12]3=[O:30])=[CH:9][C:4]=2[O:3][CH2:2]1. Reactants: O1COC2=C1C=CC(=C2)CN2C(C1=CC=C(C=C1C(=C2CO)C2=CC=CC=C2)Br)=O (2-(benzo[1,3]dioxol-5-ylmethyl)-6-bromo-3-hydroxymethyl-4-phenyl-2H-isoquinolin-1-one), N1=CC=C(C=C1)CO (pyridin-4-ylmethanol), crystals. Procedure details: The present compound was synthesized by a method similar to that in Example 240 and using 2-(benzo[1,3]dioxol-5-ylmethyl)-6-bromo-3-hydroxymethyl-4-phenyl-2H-isoquinolin-1-one (250 mg) and pyridin-4-ylmethanol. Colorless crystals (59 mg). Starting materials: OC1=CC=C(C=C1)N1C(C=2C(C1=O)=CC=CC2)=O (N-[p-Hydroxyphenyl]phthalimide), O([Na])C (NaOCH3), CC(C(=O)OC)(CCCCCI)C (methyl 2,2-dimethyl-7-iodoheptanoate). Run in CN(C)C=O (DMF). Yields the product O=C1N(C(C2=CC=CC=C12)=O)C1=CC=C(OCCCCCC(C(=O)OC)(C)C)C=C1 (Methyl 7-[4-(1,3-dihydro-1,3-dioxo-2H-isoindol-2-yl)phenoxy]-2,2-dimethylheptanoate). RXN SMILES: [OH:1][C:2]1[CH:7]=[CH:6][C:5]([N:8]2[C:12](=[O:13])[C:11]3=[CH:14][CH:15]=[CH:16][CH:17]=[C:10]3[C:9]2=[O:18])=[CH:4][CH:3]=1.O(C)[Na].[CH3:22][C:23]([CH3:34])([CH2:28][CH2:29][CH2:30][CH2:31][CH2:32]I)[C:24]([O:26][CH3:27])=[O:25]>CN(C=O)C>[O:18]=[C:9]1[C:10]2[C:11](=[CH:14][CH:15]=[CH:16][CH:17]=2)[C:12](=[O:13])[N:8]1[C:5]1[CH:4]=[CH:3][C:2]([O:1][CH2:32][CH2:31][CH2:30][CH2:29][CH2:28][C:23]([CH3:22])([CH3:34])[C:24]([O:26][CH3:27])=[O:25])=[CH:7][CH:6]=1. Procedure: N-[p-Hydroxyphenyl]phthalimide (5.0 g) described in Example 1 was dissolved in 100 ml of DMF and 1.13 g of NaOCH3 was added. The solution was stirred at room temperature for one-half hour, then 6.25 g of methyl 2,2-dimethyl-7-iodoheptanoate was added dropwise. The mixture was stirred at room temperature overnight and then heated at reflux for two hours and concentrated on rotary evaporator. H2O (100 ml) was added and a solid was obtained. The product was extracted with EtOAc leaving the insolubl...